Dataset: the Open Reaction Database (ORD), a public repository of structured organic reaction records. Task: describe an organic reaction: reactants, conditions, products, and yield Reactants: CN(Cc1csc(NC(=O)OC(C)(C)C)n1)C(=O)C1CCCO1, O=C(O)C(F)(F)F. Yields the product CN(Cc1csc(N)n1)C(=O)C1CCCO1. RXN SMILES: [C:1]([O:2][C:3](=[O:4])[NH:7][c:8]1[s:9][cH:10][c:11]([CH2:13][N:14]([C:15](=[O:16])[CH:17]2[O:18][CH2:19][CH2:20][CH2:21]2)[CH3:22])[n:12]1)([CH3:5])([CH3:6])[CH3:23].[F:24][C:25]([F:26])([F:27])[C:28]([OH:29])=[O:30]>>[NH2:7][c:8]1[s:9][cH:10][c:11]([CH2:13][N:14]([C:15](=[O:16])[CH:17]2[O:18][CH2:19][CH2:20][CH2:21]2)[CH3:22])[n:12]1. Reactants: CCCCCCC (Heptane), hydro-ADDP, azodicarboxylic dipiperidide, COC1=CC=C(C=C1)C(=CCO)C1=CC=C(C=C1)OC (3,3-bis-(4-methoxy-phenyl)-prop-2-en-1-ol), C(CCC)P(CCCC)CCCC (tributylphosphine), COC(C(C(=O)OC)CC1=CC=C(C=C1)O)=O (2-(4-hydroxy-benzyl)-malonic acid dimethyl ester). Run in C1=CC=CC=C1 (benzene). Conditions: temperature 0 celsius, time 10 minute. Yields the product COC(C(C(=O)OC)CC1=CC=C(C=C1)OCC=C(C1=CC=C(C=C1)OC)C1=CC=C(C=C1)OC)=O (2-{4-[3,3-Bis-(4-methoxy-phenyl)-allyloxy]-benzyl}-malonic acid dimethyl ester). Isolated yield 15.7%. As a reaction SMILES: [CH3:1][O:2][C:3]1[CH:8]=[CH:7][C:6]([C:9]([C:13]2[CH:18]=[CH:17][C:16]([O:19][CH3:20])=[CH:15][CH:14]=2)=[CH:10][CH2:11][OH:12])=[CH:5][CH:4]=1.C(P(CCCC)CCCC)CCC.[CH3:34][O:35][C:36](=[O:50])[CH:37]([CH2:42][C:43]1[CH:48]=[CH:47][C:46](O)=[CH:45][CH:44]=1)[C:38]([O:40][CH3:41])=[O:39].CCCCCCC>C1C=CC=CC=1>[CH3:41][O:40][C:38](=[O:39])[CH:37]([CH2:42][C:43]1[CH:44]=[CH:45][C:46]([O:12][CH2:11][CH:10]=[C:9]([C:6]2[CH:5]=[CH:4][C:3]([O:2][CH3:1])=[CH:8][CH:7]=2)[C:13]2[CH:14]=[CH:15][C:16]([O:19][CH3:20])=[CH:17][CH:18]=2)=[CH:47][CH:48]=1)[C:36]([O:35][CH3:34])=[O:50]. Reported procedure: Under a nitrogen atmosphere, 3,3-bis-(4-methoxy-phenyl)-prop-2-en-1-ol (500 mg, 1.95 mmol), tributylphosphine (424 (mg, 2.1 mmol) and 2-(4-hydroxy-benzyl)-malonic acid dimethyl ester (464 mg, 1.95 mmol) were successively dissolved in dry benzene (50 mL). Solid azodicarboxylic dipiperidide (ADDP) (530 mg, 2.1 mmol) was added under stirring at 0° C. to the solution. After 10 min, the reaction mixture was brought to room temperature and the stirring was continued for 16 h. Heptane (10 mL) was added... The reactants are FC(C(=O)O)(F)F (Trifluoroacetic acid), ClCCCl (1,2-dichloroethane), C(C)(C)(C)OC(=O)C1=C(N(C(C=C1C(F)(F)F)=O)C1=CC=CC=C1)C (2-methyl-6-oxo-1-phenyl-4-trifluoromethyl-1,6-dihydro-pyridine-3-carboxylic acid tert-butyl ester). RXN SMILES: FC(F)(F)C(O)=O.ClCCCl.C([O:16][C:17]([C:19]1[C:24]([C:25]([F:28])([F:27])[F:26])=[CH:23][C:22](=[O:29])[N:21]([C:30]2[CH:35]=[CH:34][CH:33]=[CH:32][CH:31]=2)[C:20]=1[CH3:36])=[O:18])(C)(C)C>>[CH3:36][C:20]1[N:21]([C:30]2[CH:35]=[CH:34][CH:33]=[CH:32][CH:31]=2)[C:22](=[O:29])[CH:23]=[C:24]([C:25]([F:26])([F:28])[F:27])[C:19]=1[C:17]([OH:18])=[O:16]. Procedure: Trifluoroacetic acid (100 uL, 1 mmol) in 1,2-dichloroethane (200 uL, 2 mmol) was added to 2-methyl-6-oxo-1-phenyl-4-trifluoromethyl-1,6-dihydro-pyridine-3-carboxylic acid tert-butyl ester (50 mg, 0.1 mmol). The obtained solution was stirred at r.t. overnight and evaporated. The residue was partitioned between 2M NaOH (4 mL) ethyl acetate (2×2 mL) to remove traces of the unreacted ester. The aqueous phase was acidified and the product extracted with ethyl acetate (2×3 mL). The combined organic so... Product: CC=1N(C(C=C(C1C(=O)O)C(F)(F)F)=O)C1=CC=CC=C1 (2-Methyl-6-oxo-1-phenyl-4-trifluoromethyl-1,6-dihydro-pyridine-3-carboxylic acid). Conditions: time 8 hour.